This data is from the Open Reaction Database (ORD), a public repository of structured organic reaction records. The task is: describe an organic reaction: reactants, conditions, products, and yield Starting materials: COC(=O)C1=C(NC(=C(C1C1=C(C=CC=C1)S(=O)(=O)CCCCCl)[N+](=O)[O-])C)N (2-amino-1,4-dihydro-4-{2-[(4-chlorobutyl)sulfonyl]phenyl}-6-methyl-5-nitro-3-pyridinecarboxylic acid methyl ester), [I-].[Na+] (sodium iodide), C([O-])(O)=O.[Na+] (sodium bicarbonate), 2-methoxyphenyl-1-piperazine, CN(C)C=O (DMF). The product is COC(=O)C1=C(NC(=C(C1C1=C(C=CC=C1)S(=O)(=O)CCCCN1CCN(CC1)C1=C(C=CC=C1)OC)[N+](=O)[O-])C)N (2-Amino-1,4-dihydro-4-(2-{4-[4-(2-methoxyphenyl)-1-piperazinyl]-butylsulfonyl}phenyl)-6-methyl-5-nitro-3-pyridinecarboxylic acid methyl ester). As a reaction SMILES: [CH3:1][O:2][C:3]([C:5]1[CH:10]([C:11]2[CH:16]=[CH:15][CH:14]=[CH:13][C:12]=2[S:17]([CH2:20][CH2:21][CH2:22][CH2:23]Cl)(=[O:19])=[O:18])[C:9]([N+:25]([O-:27])=[O:26])=[C:8]([CH3:28])[NH:7][C:6]=1[NH2:29])=[O:4].[I-].[Na+].[C:32](=[O:35])(O)[O-].[Na+].[CH3:37][N:38]([CH:40]=O)[CH3:39]>>[CH3:1][O:2][C:3]([C:5]1[CH:10]([C:11]2[CH:16]=[CH:15][CH:14]=[CH:13][C:12]=2[S:17]([CH2:20][CH2:21][CH2:22][CH2:23][N:7]2[CH2:8][CH2:40][N:38]([C:39]3[CH:12]=[CH:11][CH:10]=[CH:5][C:3]=3[O:35][CH3:32])[CH2:37][CH2:6]2)(=[O:19])=[O:18])[C:9]([N+:25]([O-:27])=[O:26])=[C:8]([CH3:28])[NH:7][C:6]=1[NH2:29])=[O:4] |f:1.2,3.4|. Reported procedure: 0.89 g of 2-amino-1,4-dihydro-4-{2-[(4-chlorobutyl)sulfonyl]phenyl}-6-methyl-5-nitro-3-pyridinecarboxylic acid methyl ester was treated with 0.60 g of sodium iodide, 0.34 g of sodium bicarbonate and 0.42 g of 2-methoxyphenyl-1-piperazine in 25 ml of DMF using the procedure as described for Example 3. Purification via column chromatography on silica gel, eluting with 60:35:5 toluene:ethyl acetate:methanol gave 0.10 g of product, m.p. 145°-147° C. 1H-NMR (d6 -DMSO) δ 1.57-1.63(m,2H); 1.80-1.87(m,2... Starting materials: ClC1=NC=C(C(=N1)Cl)F (2,4-Dichloro-5-fluoropyrimidine), NC=1C=C(C=CC1)NC(OC(C)(C)C)=O (tert-butyl (3-aminophenyl)carbamate), CCN(C(C)C)C(C)C (Hunig's base). Solvent: C1CCOC1 (THF). The product is ClC1=NC=C(C(=N1)NC=1C=C(C=CC1)NC(OC(C)(C)C)=O)F (tert-butyl (3-((2-chloro-5-fluoropyrimidin-4-yl)amino)phenyl)carbamate). Reaction SMILES: [Cl:1][C:2]1[N:7]=[C:6](Cl)[C:5]([F:9])=[CH:4][N:3]=1.[NH2:10][C:11]1[CH:12]=[C:13]([NH:17][C:18](=[O:24])[O:19][C:20]([CH3:23])([CH3:22])[CH3:21])[CH:14]=[CH:15][CH:16]=1.CCN(C(C)C)C(C)C>C1COCC1>[Cl:1][C:2]1[N:7]=[C:6]([NH:10][C:11]2[CH:12]=[C:13]([NH:17][C:18](=[O:24])[O:19][C:20]([CH3:22])([CH3:21])[CH3:23])[CH:14]=[CH:15][CH:16]=2)[C:5]([F:9])=[CH:4][N:3]=1. Procedure: 2,4-Dichloro-5-fluoropyrimidine (800 mg, 4.8 mmoL), tert-butyl (3-aminophenyl)carbamate (996 mg, 4.8 mmoL) and Hunig's base (948 uL, 5.75 mmoL) were dissolved in THF (20 mL). The reaction mixture was heated at reflux overnight. After cooling, partitioned between water/brine (10 mL), agitated and separated the layers. Dried organic phase over sodium sulfate, and the solvent was removed via rotary evaporation. Titration with EtOAc and Heptane gave after filtration a white solid, 1 g. LC/MS (RT=2.0...